This data is from the Open Reaction Database (ORD), a public repository of structured organic reaction records. The task is: describe an organic reaction: reactants, conditions, products, and yield Reactants: CN1CCCC1CCN, Cc1cc(F)c(COc2nsc(NC(=O)Oc3ccccc3)c2C(N)=O)c(F)c1. The product is Cc1cc(F)c(COc2nsc(NC(=O)NCCC3CCCN3C)c2C(N)=O)c(F)c1. As a reaction SMILES: [CH3:30][N:31]1[CH:32]([CH2:36][CH2:37][NH2:38])[CH2:33][CH2:34][CH2:35]1.[c:1]1([O:2][C:8]([NH:9][c:10]2[c:11]([C:26]([NH2:27])=[O:28])[c:12]([O:15][CH2:16][c:17]3[c:18]([F:25])[cH:19][c:20]([CH3:24])[cH:21][c:22]3[F:23])[n:13][s:14]2)=[O:29])[cH:3][cH:4][cH:5][cH:6][cH:7]1>>[C:8]([NH:9][c:10]1[c:11]([C:26]([NH2:27])=[O:28])[c:12]([O:15][CH2:16][c:17]2[c:18]([F:25])[cH:19][c:20]([CH3:24])[cH:21][c:22]2[F:23])[n:13][s:14]1)(=[O:29])[NH:38][CH2:37][CH2:36][CH:32]1[N:31]([CH3:30])[CH2:35][CH2:34][CH2:33]1. Reactants: C#CCc1c(C)nc2c(OCc3ccccc3COC(C)=O)cccn12, O=C([O-])[O-], CO, [K+], [K+], O. Product: C#CCc1c(C)nc2c(OCc3ccccc3CO)cccn12. RXN SMILES: [C:1](=[O:2])([CH3:3])[O:4][CH2:5][c:6]1[c:7]([CH2:8][O:9][c:10]2[c:11]3[n:12]([cH:13][cH:14][cH:15]2)[c:16]([CH2:20][C:21]#[CH:22])[c:17]([CH3:19])[n:18]3)[cH:23][cH:24][cH:25][cH:26]1.[C:27](=[O:28])([O-:29])[O-:30].[CH3:34][OH:35].[K+:31].[K+:32].[OH2:33]>>[OH:4][CH2:5][c:6]1[c:7]([CH2:8][O:9][c:10]2[c:11]3[n:12]([cH:13][cH:14][cH:15]2)[c:16]([CH2:20][C:21]#[CH:22])[c:17]([CH3:19])[n:18]3)[cH:23][cH:24][cH:25][cH:26]1. The reactants are FC(C1=NN(C(=C1)C(F)(F)F)CC=1C=C(N(N1)C1=NC=CC=C1Cl)C(=O)OC)(F)F (methyl 5-(3,5-bistrifluoromethylpyrazol-1-ylmethyl)-2-(3-chloropyridin-2-yl)-2H-pyrazole-3-carboxylate), [OH-].[Na+] (sodium hydroxide). The solvent is O (water), C(C)O (ethanol). Conditions: time 2 hour. Yields the product FC(C1=NN(C(=C1)C(F)(F)F)CC=1C=C(N(N1)C1=NC=CC=C1Cl)C(=O)O)(F)F (5-(3,5-Bistrifluoromethylpyrazol-1-ylmethyl)-2-(3-chloropyridin-2-yl)-2H-pyrazole-3-carboxylic acid). RXN SMILES: [F:1][C:2]([F:30])([F:29])[C:3]1[CH:7]=[C:6]([C:8]([F:11])([F:10])[F:9])[N:5]([CH2:12][C:13]2[CH:14]=[C:15]([C:25]([O:27]C)=[O:26])[N:16]([C:18]3[C:23]([Cl:24])=[CH:22][CH:21]=[CH:20][N:19]=3)[N:17]=2)[N:4]=1.[OH-].[Na+]>C(O)C.O>[F:30][C:2]([F:1])([F:29])[C:3]1[CH:7]=[C:6]([C:8]([F:11])([F:10])[F:9])[N:5]([CH2:12][C:13]2[CH:14]=[C:15]([C:25]([OH:27])=[O:26])[N:16]([C:18]3[C:23]([Cl:24])=[CH:22][CH:21]=[CH:20][N:19]=3)[N:17]=2)[N:4]=1 |f:1.2|. Procedure details: A solution of 610 mg (1.34 mmol) of methyl 5-(3,5-bistrifluoromethylpyrazol-1-ylmethyl)-2-(3-chloropyridin-2-yl)-2H-pyrazole-3-carboxylate in 9 ml of ethanol is admixed dropwise with a solution of 699 mg (1.78 mmol) of sodium hydroxide in 7 ml of water. The mixture is stirred at room temperature for 2 hours and concentrated to about 5 ml on a rotary evaporator. This residue is admixed with 5 ml of tert-butyl methyl ether and the organic phase is subsequently washed with water. The combined aqueo... Starting materials: COc1cc2c(Oc3ccccc3)ncnc2cc1OCCBr, C1CSCCN1, O. Yields the product COc1cc2c(Oc3ccccc3)ncnc2cc1OCCN1CCSCC1. RXN SMILES: [Br:1][CH2:2][CH2:3][O:4][c:5]1[c:6]([O:22][CH3:23])[cH:7][c:8]2[c:9]([O:15][c:16]3[cH:17][cH:18][cH:19][cH:20][cH:21]3)[n:10][cH:11][n:12][c:13]2[cH:14]1.[CH2:24]1[CH2:25][S:26][CH2:27][CH2:28][NH:29]1.[OH2:30]>>[CH2:2]([CH2:3][O:4][c:5]1[c:6]([O:22][CH3:23])[cH:7][c:8]2[c:9]([O:15][c:16]3[cH:17][cH:18][cH:19][cH:20][cH:21]3)[n:10][cH:11][n:12][c:13]2[cH:14]1)[N:29]1[CH2:24][CH2:25][S:26][CH2:27][CH2:28]1. Reactants: ice water, BrC=1N=C(SC1OCC)C (4-bromo-5-ethoxy-2-methylthiazole), [Li]C=1SC=CN1 (lithiothiazole), solution, C(CCC)[Li] (n-butyl lithium), S(=O)(=O)(Cl)Cl (sulfuryl chloride). The solvent is CCOCC (ether), CCCCCC (hexane), CCOCC (ether), CCCCCC (hexane). Conditions: time 20 minute. Yields the product C(C)OC1=C(N=C(S1)C)S(=O)(=O)N (5-Ethoxy-2-methyl-4-thiazolesulfonamide). RXN SMILES: Br[C:2]1[N:3]=[C:4]([CH3:10])[S:5][C:6]=1[O:7][CH2:8][CH3:9].C([Li])CCC.[Li]C1SC=C[N:21]=1.[S:22](Cl)(Cl)(=[O:24])=[O:23]>CCOCC.CCCCCC>[CH2:8]([O:7][C:6]1[S:5][C:4]([CH3:10])=[N:3][C:2]=1[S:22]([NH2:21])(=[O:24])=[O:23])[CH3:9]. Reported procedure: A solution of 11.1 g of 4-bromo-5-ethoxy-2-methylthiazole [prepared by the method of D. S. Tarbell et al., J. Amer. Chem. Soc., 72, 3138 (1950) in 50 ml ether was cooled to -60°, and 35.9 ml of a 1.7M solution of n-butyl lithium in hexane was added dropwise while maintaining the temperature below -45°. The resulting heavy yellow-brown suspension was diluted with an additional 25 ml ether and stirred 20 minutes at a temperature of -50° to -30°. The ethereal suspension of the lithiothiazole was ad...